Dataset: the Open Reaction Database (ORD), a public repository of structured organic reaction records. Task: describe an organic reaction: reactants, conditions, products, and yield The reactants are Cl (hydrogen chloride), C(C)(C)(C)OC(=O)N1CCN(CC1)C1=NC=C(C=C1)NC(=O)C=1N=C(OC1C(F)(F)F)C1=CC=CC=C1 (4-{5-[(2-phenyl-5-trifluoromethyl-oxazole-4-carbonyl)-amino]-pyridin-2-yl}-piperazine-1-carboxylic acid tert-butyl ester). The solvent is CCOCC (ether), C(Cl)Cl (methylene chloride), CO (methanol). Run at time 8 hour. The product is hydrochloride salt, N1(CCNCC1)C1=CC=C(C=N1)NC(=O)C=1N=C(OC1C(F)(F)F)C1=CC=CC=C1 (2-phenyl-5-trifluoromethyl-oxazole-4-carboxylic acid (6-piperazin-1-yl-pyridin-3-yl)-amide). The yield is 113.2%. As a reaction SMILES: C(OC([N:8]1[CH2:13][CH2:12][N:11]([C:14]2[CH:19]=[CH:18][C:17]([NH:20][C:21]([C:23]3[N:24]=[C:25]([C:32]4[CH:37]=[CH:36][CH:35]=[CH:34][CH:33]=4)[O:26][C:27]=3[C:28]([F:31])([F:30])[F:29])=[O:22])=[CH:16][N:15]=2)[CH2:10][CH2:9]1)=O)(C)(C)C.Cl>C(Cl)Cl.CO.CCOCC>[N:11]1([C:14]2[N:15]=[CH:16][C:17]([NH:20][C:21]([C:23]3[N:24]=[C:25]([C:32]4[CH:37]=[CH:36][CH:35]=[CH:34][CH:33]=4)[O:26][C:27]=3[C:28]([F:30])([F:31])[F:29])=[O:22])=[CH:18][CH:19]=2)[CH2:12][CH2:13][NH:8][CH2:9][CH2:10]1. Procedure: 4-{5-[(2-phenyl-5-trifluoromethyl-oxazole-4-carbonyl)-amino]-pyridin-2-yl}-piperazine-1-carboxylic acid tert-butyl ester (300 mg, 0.58 mmol) from above was suspended in methylene chloride (5 mL) and methanol (5 mL). To this mixture was added hydrogen chloride in ether (4N, 3 mL). The mixture was stirred at room temperature overnight. The solvents were evaporated and the residue was dried in vacuum. The resulting solid was triturated with dry ether and then filtered to give a hydrochloride salt o...